This data is from the Open Reaction Database (ORD), a public repository of structured organic reaction records. The task is: describe an organic reaction: reactants, conditions, products, and yield The reactants are O=C([O-])[O-], CN(C)C=O, CC1(C)C=CC(=Cc2ccc(F)cc2)C12CO2, [K+], [K+], O, c1c[nH]cn1. Yields the product CC1(C)C=CC(=Cc2ccc(F)cc2)C1(O)Cn1ccnc1. Reaction SMILES: [C:23](=[O:24])([O-:25])[O-:26].[CH3:30][N:31]([CH3:32])[CH:33]=[O:34].[F:1][c:2]1[cH:3][cH:4][c:5]([CH:6]=[C:7]2[CH:8]=[CH:9][C:10]([CH3:14])([CH3:15])[C:11]23[CH2:12][O:13]3)[cH:16][cH:17]1.[K+:27].[K+:28].[OH2:29].[nH:18]1[cH:19][n:20][cH:21][cH:22]1>>[F:1][c:2]1[cH:3][cH:4][c:5]([CH:6]=[C:7]2[CH:8]=[CH:9][C:10]([CH3:14])([CH3:15])[C:11]2([CH2:12][n:18]2[cH:19][n:20][cH:21][cH:22]2)[OH:13])[cH:16][cH:17]1.